The task is: describe an organic reaction: reactants, conditions, products, and yield. This data is from the Open Reaction Database (ORD), a public repository of structured organic reaction records. Reactants: ClC1=C(C=C(C=N1)C1=CC2=C(N=C(S2)N)C=C1)N(C)C (6-(6-chloro-5-(dimethylamino)pyridin-3-yl)benzo[d]thiazol-2-amine), C1=CN(C=N1)C(=O)N2C=CN=C2 (CDI), O1CCN(CC1)CCN (2-morpholinoethanamine). The solvent is C(Cl)Cl (DCM), CN(C)C=O (DMF). Run at temperature 60 celsius, time 8 hour. Yields the product ClC1=C(C=C(C=N1)C1=CC2=C(N=C(S2)NC(=O)NCCN2CCOCC2)C=C1)N(C)C (1-(6-(6-chloro-5-(dimethylamino)pyridin-3-yl)benzo[d]thiazol-2-yl)-3-(2-morpholinoethyl)urea). RXN SMILES: [Cl:1][C:2]1[N:7]=[CH:6][C:5]([C:8]2[CH:17]=[CH:16][C:11]3[N:12]=[C:13]([NH2:15])[S:14][C:10]=3[CH:9]=2)=[CH:4][C:3]=1[N:18]([CH3:20])[CH3:19].C1N=CN([C:26]([N:28]2[CH:32]=[N:31][CH:30]=[CH:29]2)=[O:27])C=1.[O:33]1[CH2:38]CN(CCN)[CH2:35][CH2:34]1>CN(C=O)C.C(Cl)Cl>[Cl:1][C:2]1[N:7]=[CH:6][C:5]([C:8]2[CH:17]=[CH:16][C:11]3[N:12]=[C:13]([NH:15][C:26]([NH:28][CH2:29][CH2:30][N:31]4[CH2:32][CH2:38][O:33][CH2:34][CH2:35]4)=[O:27])[S:14][C:10]=3[CH:9]=2)=[CH:4][C:3]=1[N:18]([CH3:20])[CH3:19]. Reported procedure: A mixture of 6-(6-chloro-5-(dimethylamino)pyridin-3-yl)benzo[d]thiazol-2-amine (95 mg, 312 μmol) and CDI (110 mg, 678 μmol) in DMF (1 mL) was heated at 60° C. After sitting overnight, more reagent was added and the mixture was heated for 4 h. 2-morpholinoethanamine (300 μL, 2286 μmol) was added to the mixture, a solution formed. After 3 h, the mixture was cooled to rt and diluted with DCM (15 mL). The solution was washed with H2O (15 mL), dried over Na2SO4 and concentrated. The crude oil was pur... Starting materials: O=C(O)C=CSC(=O)c1ccccc1, CN(C)C=O, O=C(Cl)C(=O)Cl, ClCCl. Product: O=C(Cl)C=CSC(=O)c1ccccc1. As a reaction SMILES: [C:1]([c:2]1[cH:3][cH:4][cH:5][cH:6][cH:7]1)(=[O:8])[S:9][CH:10]=[CH:11][C:12](=[O:13])[OH:14].[CH3:15][N:16]([CH3:17])[CH:18]=[O:19].[Cl:20][C:21]([C:22]([Cl:23])=[O:24])=[O:25].[Cl:26][CH2:27][Cl:28]>>[C:1]([c:2]1[cH:3][cH:4][cH:5][cH:6][cH:7]1)(=[O:8])[S:9][CH:10]=[CH:11][C:12](=[O:14])[Cl:20]. Product: Cc1cc(C)c(CNC(=O)c2cc(-c3cccc(OCCCBr)c3)cc3c2cnn3C2CCCC2)c(=O)[nH]1. As a reaction SMILES: [Br:58][C:59]([Br:60])([Br:61])[Br:62].[CH:1]1([n:6]2[n:7][cH:8][c:9]3[c:10]([C:26](=[O:27])[NH:28][CH2:29][c:30]4[c:31](=[O:38])[nH:32][c:33]([CH3:37])[cH:34][c:35]4[CH3:36])[cH:11][c:12](-[c:15]4[cH:16][c:17]([O:21][CH2:22][CH2:23][CH2:24][OH:25])[cH:18][cH:19][cH:20]4)[cH:13][c:14]23)[CH2:2][CH2:3][CH2:4][CH2:5]1.[Cl:64][CH2:65][Cl:66].[OH2:63].[c:39]1([P:40]([c:41]2[cH:42][cH:43][cH:44][cH:45][cH:46]2)[c:47]2[cH:48][cH:49][cH:50][cH:51][cH:52]2)[cH:53][cH:54][cH:55][cH:56][cH:57]1>>[CH:1]1([n:6]2[n:7][cH:8][c:9]3[c:10]([C:26](=[O:27])[NH:28][CH2:29][c:30]4[c:31](=[O:38])[nH:32][c:33]([CH3:37])[cH:34][c:35]4[CH3:36])[cH:11][c:12](-[c:15]4[cH:16][c:17]([O:21][CH2:22][CH2:23][CH2:24][Br:58])[cH:18][cH:19][cH:20]4)[cH:13][c:14]23)[CH2:2][CH2:3][CH2:4][CH2:5]1. Reactants: BrC(Br)(Br)Br, Cc1cc(C)c(CNC(=O)c2cc(-c3cccc(OCCCO)c3)cc3c2cnn3C2CCCC2)c(=O)[nH]1, ClCCl, O, c1ccc(P(c2ccccc2)c2ccccc2)cc1.